Dataset: the Open Reaction Database (ORD), a public repository of structured organic reaction records. Task: describe an organic reaction: reactants, conditions, products, and yield RXN SMILES: [CH3:3][C:4]([CH2:5][SH:6])([CH3:7])[NH2:8].[Cl:9][c:10]1[n:11][n:12][c:13]([Cl:16])[cH:14][cH:15]1.[H-:1].[Na+:2].[cH:17]1[cH:18][cH:19][cH:20][cH:21][cH:22]1>>[CH3:3][C:4]([CH2:5][S:6][c:13]1[n:12][n:11][c:10]([Cl:9])[cH:15][cH:14]1)([CH3:7])[NH2:8]. The product is CC(C)(N)CSc1ccc(Cl)nn1. Starting materials: CC(C)(N)CS, Clc1ccc(Cl)nn1, [H-], [Na+], c1ccccc1. Reactants: Cl.C(C1=CC=CC=C1)OC([C@@H]1NCCC1)=O (D-Proline benzyl ester hydrochloride), C1(=CC=C(C=C1)C(=O)O)C(=O)O (benzene-1,4-dioic acid). Solvent: CCOC(=O)C (EtOAc). Product: C(C1=CC=CC=C1)OC(=O)[C@@H]1N(CCC1)C(C1=CC=C(C=C1)C(=O)N1[C@H](CCC1)C(=O)OCC1=CC=CC=C1)=O ((R)-1-[4-[(R)-2-Benzyloxycarbonyl-pyrrolidine-1-carbonyl]-benzoyl]-pyrrolidine-2-carboxylic acid benzyl ester). The yield is 71.8%. Reaction SMILES: Cl.[CH2:2]([O:9][C:10](=[O:16])[C@H:11]1[CH2:15][CH2:14][CH2:13][NH:12]1)[C:3]1[CH:8]=[CH:7][CH:6]=[CH:5][CH:4]=1.[C:17]1([C:26]([OH:28])=O)[CH:22]=[CH:21][C:20]([C:23]([OH:25])=O)=[CH:19][CH:18]=1>CCOC(C)=O>[CH2:2]([O:9][C:10]([C@H:11]1[CH2:15][CH2:14][CH2:13][N:12]1[C:26](=[O:28])[C:17]1[CH:18]=[CH:19][C:20]([C:23]([N:12]2[CH2:13][CH2:14][CH2:15][C@@H:11]2[C:10]([O:9][CH2:2][C:3]2[CH:8]=[CH:7][CH:6]=[CH:5][CH:4]=2)=[O:16])=[O:25])=[CH:21][CH:22]=1)=[O:16])[C:3]1[CH:4]=[CH:5][CH:6]=[CH:7][CH:8]=1 |f:0.1|. Reported procedure: Using General Procedure A with 5.8 g (24.0 mmol) D-Proline benzyl ester hydrochloride and 2.0 g (12.0 mmol) benzene-1,4-dioic acid afforded, after flash chromatography (EtOAc), 4.66 g (72%) of the title compound as a yellow oil. MS m/e (%): 558 (M+NH4+, 100), 541 (M+H+, 95). Reactants: CI (Methyl iodide), BrC=1C=C(C=CC1)C1=CN=NN1 (5-(3-bromophenyl)-1H-[1,2,3]triazole), C([O-])([O-])=O.[K+].[K+] (potassium carbonate). Solvent: CN(C)C=O (DMF). Run at time 8 hour. The product is BrC=1C=C(C=CC1)C1=NN(N=C1)C (4-(3-bromophenyl)-2-methyl-2H-[1,2,3]triazole). Yield: 41.8%. As a reaction SMILES: CI.[Br:3][C:4]1[CH:5]=[C:6]([C:10]2[NH:14][N:13]=[N:12][CH:11]=2)[CH:7]=[CH:8][CH:9]=1.[C:15](=O)([O-])[O-].[K+].[K+]>CN(C=O)C>[Br:3][C:4]1[CH:5]=[C:6]([C:10]2[CH:11]=[N:12][N:13]([CH3:15])[N:14]=2)[CH:7]=[CH:8][CH:9]=1 |f:2.3.4|. Reported procedure: Methyl iodide (323 μl, 5.2 mmol) was added to a stirred mixture of 5-(3-bromophenyl)-1H-[1,2,3]triazole (776 mg, 3.46 mmol) and potassium carbonate (1.19 g, 8.6 mmol) in DMF (20 ml) at room temperature under nitrogen. The reaction mixture was stirred overnight and then concentrated under reduced pressure. Water (50 ml) was added and then the mixture was extracted with ethyl acetate (3×50 ml). The combined organic extracts were concentrated under reduced pressure while dry loading onto silica gel... The reactants are NC1CCN(CC1)CC(O)C1COC2=C(O1)C=CC=C2 (4-amino-1-[2-(1,4-benzodioxan-2-yl)-2-hydroxyethyl]piperidine), C1(CCCCC1)N=C=O (cyclohexyl isocyanate). Run in [Na] (sodium), [Na] (sodium). Conditions: time 18 hour. Product: C1(CCCCC1)NC(=O)NC1CCN(CC1)CC(O)C1COC2=C(O1)C=CC=C2 (1-Cyclohexyl-3-[1-(2-[1,4-benzodioxan-2-yl]-2-hydroxyethyl)piperid-4-yl]urea). RXN SMILES: [NH2:1][CH:2]1[CH2:7][CH2:6][N:5]([CH2:8][CH:9]([CH:11]2[O:16][C:15]3[CH:17]=[CH:18][CH:19]=[CH:20][C:14]=3[O:13][CH2:12]2)[OH:10])[CH2:4][CH2:3]1.[CH:21]1([N:27]=[C:28]=[O:29])[CH2:26][CH2:25][CH2:24][CH2:23][CH2:22]1>[Na]>[CH:21]1([NH:27][C:28]([NH:1][CH:2]2[CH2:7][CH2:6][N:5]([CH2:8][CH:9]([CH:11]3[O:16][C:15]4[CH:17]=[CH:18][CH:19]=[CH:20][C:14]=4[O:13][CH2:12]3)[OH:10])[CH2:4][CH2:3]2)=[O:29])[CH2:26][CH2:25][CH2:24][CH2:23][CH2:22]1 |^1:29|. Reported procedure: Erythro 4-amino-1-[2-(1,4-benzodioxan-2-yl)-2-hydroxyethyl]piperidine (2.0 g, 0.0072 m) prepared according to Example 3(c) in sodium dried benzene was treated with cyclohexyl isocyanate (0.99 g 0.008m) in sodium dried benzene (25 mls). The mixture was stirred at room temperature for 18 hours. The solid was filtered off and washed with benzene. The white solid was suspended in ethyl acetate and acidified with ethanolic hydrogen chloride until the solution was acidic. The title compound was filter... Starting materials: CCCN(CCC)CCCCN(CC(=O)O)Cc1ccc(CN(Cc2ncc[nH]2)Cc2nccn2C)cc1, COCCO. Yields the product CCCN(CCC)CCCCN(CC(=O)OCCOC)Cc1ccc(CN(Cc2ncc[nH]2)Cc2nccn2C)cc1. RXN SMILES: [CH2:1]([CH2:2][CH3:3])[N:4]([CH2:5][CH2:6][CH2:7][CH2:8][N:9]([CH2:10][c:11]1[cH:12][cH:13][c:14]([CH2:17][N:18]([CH2:19][c:20]2[n:21]([CH3:25])[cH:22][cH:23][n:24]2)[CH2:26][c:27]2[nH:28][cH:29][cH:30][n:31]2)[cH:15][cH:16]1)[CH2:32][C:33](=[O:34])[OH:35])[CH2:36][CH2:37][CH3:38].[CH3:39][O:40][CH2:41][CH2:42][OH:43]>>[CH2:1]([CH2:2][CH3:3])[N:4]([CH2:5][CH2:6][CH2:7][CH2:8][N:9]([CH2:10][c:11]1[cH:12][cH:13][c:14]([CH2:17][N:18]([CH2:19][c:20]2[n:21]([CH3:25])[cH:22][cH:23][n:24]2)[CH2:26][c:27]2[nH:28][cH:29][cH:30][n:31]2)[cH:15][cH:16]1)[CH2:32][C:33]([O:34][CH2:42][CH2:41][O:40][CH3:39])=[O:35])[CH2:36][CH2:37][CH3:38]. Yields the product CN(CCCCCOc1ccc(C2=C(c3ccccc3)CCCc3cc(OC4CCCCO4)ccc32)cc1)CCCC(F)(F)C(F)(F)F. Reaction SMILES: [CH3:1][NH:2][CH2:3][CH2:4][CH2:5][CH2:6][CH2:7][O:8][c:9]1[cH:10][cH:11][c:12]([C:15]2=[C:16]([c:33]3[cH:34][cH:35][cH:36][cH:37][cH:38]3)[CH2:17][CH2:18][CH2:19][c:20]3[c:21]2[cH:22][cH:23][c:24]([O:26][CH:27]2[O:28][CH2:29][CH2:30][CH2:31][CH2:32]2)[cH:25]3)[cH:13][cH:14]1.[CH3:62][N:63]1[CH2:64][CH2:65][CH2:66][C:67]1=[O:68].[Cl-:61].[F:39][C:40]([CH2:41][CH2:42][CH2:43][c:44]1[cH:45][c:46]([CH3:47])[cH:48][cH:49][c:50]1[S:51](=[O:52])(=[O:53])[O-:54])([C:55]([F:56])([F:57])[F:58])[F:59].[Na+:60]>>[CH3:1][N:2]([CH2:3][CH2:4][CH2:5][CH2:6][CH2:7][O:8][c:9]1[cH:10][cH:11][c:12]([C:15]2=[C:16]([c:33]3[cH:34][cH:35][cH:36][cH:37][cH:38]3)[CH2:17][CH2:18][CH2:19][c:20]3[c:21]2[cH:22][cH:23][c:24]([O:26][CH:27]2[O:28][CH2:29][CH2:30][CH2:31][CH2:32]2)[cH:25]3)[cH:13][cH:14]1)[CH2:43][CH2:42][CH2:41][C:40]([F:39])([C:55]([F:56])([F:57])[F:58])[F:59]. Reactants: CNCCCCCOc1ccc(C2=C(c3ccccc3)CCCc3cc(OC4CCCCO4)ccc32)cc1, CN1CCCC1=O, [Cl-], Cc1ccc(S(=O)(=O)[O-])c(CCCC(F)(F)C(F)(F)F)c1, [Na+]. Starting materials: O=C([O-])[O-], CC(=O)c1cc(I)c(O)c(C(C)(C)C)c1, CI, CCOC(C)=O, CN(C)C=O, Cl, [K+], [K+], O. Product: COc1c(I)cc(C(C)=O)cc1C(C)(C)C. RXN SMILES: [C:18](=[O:19])([O-:20])[O-:21].[C:1]([CH3:2])([CH3:3])([CH3:4])[c:5]1[cH:6][c:7]([C:13]([CH3:14])=[O:15])[cH:8][c:9]([I:12])[c:10]1[OH:11].[CH3:16][I:17].[CH3:26][CH2:27][O:28][C:29](=[O:30])[CH3:31].[CH3:32][N:33]([CH3:34])[CH:35]=[O:36].[ClH:24].[K+:22].[K+:23].[OH2:25]>>[C:1]([CH3:2])([CH3:3])([CH3:4])[c:5]1[cH:6][c:7]([C:13]([CH3:14])=[O:15])[cH:8][c:9]([I:12])[c:10]1[O:11][CH3:18]. The reactants are IC=1C=C(C(=O)O)C=CC1 (3-iodobenzoic acid), C(C)(C)OC1=CC=C(N)C=C1 (4-isopropoxyaniline). The product is IC=1C=C(C(=O)NC2=CC=C(C=C2)OC(C)C)C=CC1 (3-Iodo-N-(4-isopropoxyphenyl)benzamide). As a reaction SMILES: [I:1][C:2]1[CH:3]=[C:4]([CH:8]=[CH:9][CH:10]=1)[C:5]([OH:7])=O.[CH:11]([O:14][C:15]1[CH:21]=[CH:20][C:18]([NH2:19])=[CH:17][CH:16]=1)([CH3:13])[CH3:12]>>[I:1][C:2]1[CH:3]=[C:4]([CH:8]=[CH:9][CH:10]=1)[C:5]([NH:19][C:18]1[CH:17]=[CH:16][C:15]([O:14][CH:11]([CH3:13])[CH3:12])=[CH:21][CH:20]=1)=[O:7]. Reported procedure: The entitled compound was produced according to the method of Example 92 but using 3-iodobenzoic acid and 4-isopropoxyaniline as the starting materials. The reactants are NC=1C=CC=CC1C.CN(S(=O)=O)C (3-amino-4-methyl-benzene N,N-dimethylsulfonamide), O1CCCC1 (tetrahydrofuran), alkyl nitrite, N(=O)OC(C)(C)C (tert-butyl nitrite), diazonium, [F-].[NH+]1=CC=CC=C1 (pyridinium fluoride). Solvent: ClCCl (dichloromethane). Yields the product FC=1C=CC=CC1C.CN(S(=O)=O)C (3-fluoro-4-methyl-benzene N,N-dimethylsulfonamide). As a reaction SMILES: N[C:2]1[CH:3]=[CH:4][CH:5]=[CH:6][C:7]=1[CH3:8].[CH3:9][N:10]([CH3:14])[SH:11](=[O:13])=[O:12].N(OC(C)(C)C)=O.O1CCCC1.[F-:27].[NH+]1C=CC=CC=1>ClCCl>[F:27][C:2]1[CH:3]=[CH:4][CH:5]=[CH:6][C:7]=1[CH3:8].[CH3:9][N:10]([CH3:14])[SH:11](=[O:13])=[O:12] |f:0.1,4.5,7.8|. Procedure details: The compound 3-amino-4-methyl-benzene-N,N-dimethylsulfonamide is diazotized with an alkyl nitrite like tert-butyl nitrite under anhydrous conditions in a non-reactive solvent like tetrahydrofuran or dichloromethane. The intermediate diazonium species is then treated with pyridinium fluoride to give the product, which may be purified by chromatography or crystallization. Starting materials: C(C)(C)(C)OC(=O)N[C@@]12CN(C([C@]2(CCC1)F)=O)[C@H](C)C1=CC=CC=C1 ((1R,5R)-1-(tert-Butoxycarbonylamino)-5-fluoro-4-oxo-3-[(1R)-1-phenylethyl]-3-azabicyclo[3.3.0]octane), solution. Run in O1CCCC1 (tetrahydrofuran), O1CCCC1 (tetrahydrofuran). Reaction conditions: time 2 hour. Yields the product C(C)(C)(C)OC(=O)N[C@@]12CN(C[C@]2(CCC1)F)[C@H](C)C1=CC=CC=C1 ((1R,5S)-1-(tert-Butoxycarbonylamino)-5-fluoro-3-[(1R)-1-phenylethyl]-3-azabicyclo[3.3.0]octane). Isolated yield 93.7%. RXN SMILES: [C:1]([O:5][C:6]([NH:8][C@@:9]12[CH2:16][CH2:15][CH2:14][C@:13]1([F:17])[C:12](=O)[N:11]([C@@H:19]([C:21]1[CH:26]=[CH:25][CH:24]=[CH:23][CH:22]=1)[CH3:20])[CH2:10]2)=[O:7])([CH3:4])([CH3:3])[CH3:2]>O1CCCC1>[C:1]([O:5][C:6]([NH:8][C@@:9]12[CH2:16][CH2:15][CH2:14][C@:13]1([F:17])[CH2:12][N:11]([C@@H:19]([C:21]1[CH:22]=[CH:23][CH:24]=[CH:25][CH:26]=1)[CH3:20])[CH2:10]2)=[O:7])([CH3:2])([CH3:3])[CH3:4]. Reported procedure: (1R,5R)-1-(tert-Butoxycarbonylamino)-5-fluoro-4-oxo-3-[(1R)-1-phenylethyl]-3-azabicyclo[3.3.0]octane (3.69 g, 10.2 mmol) was dissolved in tetrahydrofuran (200 mL). A 1.20 M solution of a borane-tetrahydrofuran complex in tetrahydrofuran (42.4 mL, 50.9 mmol) was added dropwise under ice-cooling, and the mixture was stirred for two hours while gradually heating to room temperature. The solvent was evaporated under reduced pressure. Under ice-cooling, 90% aqueous ethanol (100 mL) and triethylamine ...